Dataset: the Open Reaction Database (ORD), a public repository of structured organic reaction records. Task: describe an organic reaction: reactants, conditions, products, and yield Yields the product O=C1c2c(Cl)cc(CC3CCNCC3)cc2CN1Cc1ccc(OC(F)(F)F)cc1. Starting materials: CC(C)(C)OC(=O)N1CCC(Cc2cc(Cl)c3c(c2)CN(Cc2ccc(OC(F)(F)F)cc2)C3=O)CC1, ClCCl, O=C(O)C(F)(F)F. RXN SMILES: [C:1]([O:2][C:3](=[O:4])[N:8]1[CH2:9][CH2:10][CH:11]([CH2:14][c:15]2[cH:16][c:17]3[c:21]([c:22]([Cl:24])[cH:23]2)[C:20](=[O:25])[N:19]([CH2:26][c:27]2[cH:28][cH:29][c:30]([O:33][C:34]([F:35])([F:36])[F:37])[cH:31][cH:32]2)[CH2:18]3)[CH2:12][CH2:13]1)([CH3:5])([CH3:6])[CH3:7].[Cl:45][CH2:46][Cl:47].[OH:38][C:39]([C:40]([F:41])([F:42])[F:43])=[O:44]>>[NH:8]1[CH2:9][CH2:10][CH:11]([CH2:14][c:15]2[cH:16][c:17]3[c:21]([c:22]([Cl:24])[cH:23]2)[C:20](=[O:25])[N:19]([CH2:26][c:27]2[cH:28][cH:29][c:30]([O:33][C:34]([F:35])([F:36])[F:37])[cH:31][cH:32]2)[CH2:18]3)[CH2:12][CH2:13]1. The reactants are ClC1=NC=C(C2=C1N=C(S2)C)I (4-chloro-7-iodo-2-methyl-thiazolo[4,5-c]pyridine), ClC1=NC=CC(=C1)B(O)O (2-chloropyridin-4-boronic acid), CC1=NC=CC(=C1)N (2-methyl-4-aminopyridine). The product is ClC1=NC=CC(=C1)C=1C2=C(C(=NC1)NC1=CC(=NC=C1)C)N=C(S2)C ([7-(2-Chloro-pyridin-4-yl)-2-methyl-thiazolo[4,5-c]pyridin-4-yl]-(2-methyl-pyridin-4-yl)-amine). RXN SMILES: Cl[C:2]1[C:7]2[N:8]=[C:9]([CH3:11])[S:10][C:6]=2[C:5](I)=[CH:4][N:3]=1.[Cl:13][C:14]1[CH:19]=[C:18](B(O)O)[CH:17]=[CH:16][N:15]=1.[CH3:23][C:24]1[CH:29]=[C:28]([NH2:30])[CH:27]=[CH:26][N:25]=1>>[Cl:13][C:14]1[CH:19]=[C:18]([C:5]2[C:6]3[S:10][C:9]([CH3:11])=[N:8][C:7]=3[C:2]([NH:30][C:28]3[CH:27]=[CH:26][N:25]=[C:24]([CH3:23])[CH:29]=3)=[N:3][CH:4]=2)[CH:17]=[CH:16][N:15]=1. Reported procedure: The title compound, MS: m/e=368.1 (M+H+), was prepared in accordance with the general method of example 2, step 1 and step 2 from 4-chloro-7-iodo-2-methyl-thiazolo[4,5-c]pyridine (Example B), 2-chloropyridin-4-boronic acid and 2-methyl-4-aminopyridine. The reactants are Cl (HCl), N1(CCC2=CC=CC=C12)C(/C=C/[C@H](CC(C)C)NC(=O)C1(CCOCC1)NC(OC(C)(C)C)=O)=O (1,1-dimethylethyl [4-({[(1S,2E)-4-(2,3-dihydro-1H-indol-1-yl)-1-(2-methylpropyl)-4-oxo-2-buten-1-yl]amino}carbonyl)tetrahydro-2H-pyran-4-yl]carbamate). Run in C(C)(C)O (isopropanol). Conditions: temperature 65 celsius, time 45 minute. The product is Cl.NC1(CCOCC1)C(=O)N[C@H](\C=C\C(=O)N1CCC2=CC=CC=C12)CC(C)C (4-amino-N-[(1S,2E)-4-(2,3-dihydro-1H-indol-1-yl)-1-(2-methylpropyl)-4-oxo-2-buten-1-yl]tetrahydro-2H-pyran-4-carboxamide hydrochloride). Yield: 59.9%. RXN SMILES: [ClH:1].[N:2]1([C:11](=[O:36])/[CH:12]=[CH:13]/[C@@H:14]([NH:19][C:20]([C:22]2([NH:28]C(=O)OC(C)(C)C)[CH2:27][CH2:26][O:25][CH2:24][CH2:23]2)=[O:21])[CH2:15][CH:16]([CH3:18])[CH3:17])[C:10]2[C:5](=[CH:6][CH:7]=[CH:8][CH:9]=2)[CH2:4][CH2:3]1>C(O)(C)C>[ClH:1].[NH2:28][C:22]1([C:20]([NH:19][C@@H:14]([CH2:15][CH:16]([CH3:18])[CH3:17])/[CH:13]=[CH:12]/[C:11]([N:2]2[C:10]3[C:5](=[CH:6][CH:7]=[CH:8][CH:9]=3)[CH2:4][CH2:3]2)=[O:36])=[O:21])[CH2:27][CH2:26][O:25][CH2:24][CH2:23]1 |f:3.4|. Procedure details: A solution of concentrated aq. HCl (0.22 mL, 2.64 mmol) was added to a solution of 1,1-dimethylethyl [4-({[(1S,2E)-4-(2,3-dihydro-1H-indol-1-yl)-1-(2-methylpropyl)-4-oxo-2-buten-1-yl]amino}carbonyl)tetrahydro-2H-pyran-4-yl]carbamate (251 mg, 0.517 mmol) in isopropanol (2.5 mL). The reaction flask was fitted with an air condenser, and the reaction mixture was heated to 65° C. (bath temp). After 1 h 45 min, the solvent was evaporated under reduced pressure at 60° C. Water (5 mL) was added to the r... Starting materials: ClC1=NC2=CC=CC=C2N=C1C (2-Chloro-3-methylquinoxaline), C(C=C)NC(=S)NCC=C (1,3-diallylthiourea), CO (methanol), C (Norit), CO (methanol). The solvent is CC(=O)C (Acetone). Run at time 2 hour. Yields the product Cl.CC=1C(=NC2=CC=CC=C2N1)SC(NCC=C)=NCC=C (N,N'-Bis(2-propenyl)carbamimidothioic acid(3-methyl-2-quinoxalinyl)ester, hydrochloride). The yield is 61.5%. As a reaction SMILES: [Cl:1][C:2]1[C:11]([CH3:12])=[N:10][C:9]2[C:4](=[CH:5][CH:6]=[CH:7][CH:8]=2)[N:3]=1.CO.C.[CH2:16]([NH:19][C:20]([NH:22][CH2:23][CH:24]=[CH2:25])=[S:21])[CH:17]=[CH2:18]>CC(C)=O>[ClH:1].[CH3:12][C:11]1[C:2]([S:21][C:20](=[N:19][CH2:16][CH:17]=[CH2:18])[NH:22][CH2:23][CH:24]=[CH2:25])=[N:3][C:4]2[C:9]([N:10]=1)=[CH:8][CH:7]=[CH:6][CH:5]=2 |f:5.6|. Procedure details: 2-Chloro-3-methylquinoxaline (3.56 g., 0.02 mole) was dissolved in 50 ml. of methanol, treated with Norit and filtered. The filtrate was added to 3.125 g. (0.02 mole) of 1,3-diallylthiourea in 50 ml. of methanol. The mixture was stirred at room temperature for 31/2 hours, then freed of solvent. Acetone was added to the residue and the solution again freed of solvent. The residue was triturated with ether and with acetone, filtered, washed and dried to give 4.12 g. (61.5% yield), m.p. 90°-93° C. Starting materials: NC1C2(CC3CC(CC1C3)C2)C(=O)O (2-amino-1-adamantanecarboxylic acid), S(=O)(Cl)Cl (thionyl chloride), CO (methanol). Run at time 8 hour. Product: Cl.COC(=O)C12C(C3CC(CC(C1)C3)C2)N (methyl-2-amino-1-adamantanecarboxylate hydrochloride). RXN SMILES: [NH2:1][CH:2]1[CH:9]2[CH2:10][CH:5]3[CH2:6][CH:7]([CH2:11][C:3]1([C:12]([OH:14])=[O:13])[CH2:4]3)[CH2:8]2.S(Cl)([Cl:17])=O.[CH3:19]O>>[ClH:17].[CH3:19][O:13][C:12]([C:3]12[CH2:11][CH:7]3[CH2:6][CH:5]([CH2:10][CH:9]([CH2:8]3)[CH:2]1[NH2:1])[CH2:4]2)=[O:14] |f:3.4|. Procedure details: To a stirred solution of 4.4 g of 2-amino-1-adamantanecarboxylic acid in 100 ml of dry methanol at -70° C. is added 3.21 ml of thionyl chloride. The reaction mixture is allowed to stand at room temperature overnight. Removal of the solvent under reduced pressure gives methyl-2-amino-1-adamantanecarboxylate hydrochloride which is represented by the formula ##STR46## The residue containing the methyl 2-amino-1-adamantanecarboxylate hydrochloride is dissolved in 150 ml of chloroform, filtered throu...